From a dataset of the Open Reaction Database (ORD), a public repository of structured organic reaction records. describe an organic reaction: reactants, conditions, products, and yield Starting materials: NC=1C=C(C=CC1Cl)NC(C1=C(N=C(C=C1)C(F)(F)F)C)=O (N-(3-amino-4-chlorophenyl)-2-methyl-6-(trifluoromethyl)nicotinamide), ClC=1C=C(C(=O)Cl)C=CC1 (3-chlorobenzoyl chloride). Product: ClC1=C(C=C(C=C1)NC(C1=C(N=C(C=C1)C(F)(F)F)C)=O)NC(C1=CC(=CC=C1)Cl)=O (N-(4-chloro-3-(3-chlorobenzoamido)phenyl)-2-methyl-6-(trifluoromethyl)-nicotinamide). As a reaction SMILES: [NH2:1][C:2]1[CH:3]=[C:4]([NH:9][C:10](=[O:22])[C:11]2[CH:16]=[CH:15][C:14]([C:17]([F:20])([F:19])[F:18])=[N:13][C:12]=2[CH3:21])[CH:5]=[CH:6][C:7]=1[Cl:8].[Cl:23][C:24]1[CH:25]=[C:26]([CH:30]=[CH:31][CH:32]=1)[C:27](Cl)=[O:28]>>[Cl:8][C:7]1[CH:6]=[CH:5][C:4]([NH:9][C:10](=[O:22])[C:11]2[CH:16]=[CH:15][C:14]([C:17]([F:20])([F:19])[F:18])=[N:13][C:12]=2[CH3:21])=[CH:3][C:2]=1[NH:1][C:27](=[O:28])[C:26]1[CH:30]=[CH:31][CH:32]=[C:24]([Cl:23])[CH:25]=1. Reported procedure: N-(3-amino-4-chlorophenyl)-2-methyl-6-(trifluoromethyl)nicotinamide (0.182 mmol) was used in general procedure 1 with 3-chlorobenzoyl chloride (0.228 mmol). The product was purified by RP-HPLC to give N-(4-chloro-3-(3-chlorobenzoamido)phenyl)-2-methyl-6-(trifluoromethyl)-nicotinamide. MS (Q1) 469 (M)+